Dataset: the Open Reaction Database (ORD), a public repository of structured organic reaction records. Task: describe an organic reaction: reactants, conditions, products, and yield Reactants: CCCCCCCCCC, CO, Cc1cccc(C2CC2)c1O, Cl, [K+], [OH-], Oc1cc(Cl)nnc1Cl. Yields the product Cc1cccc(C2CC2)c1Oc1nnc(Cl)cc1O. Reaction SMILES: [CH3:21][CH2:22][CH2:23][CH2:24][CH2:25][CH2:26][CH2:27][CH2:28][CH2:29][CH3:30].[CH3:34][OH:35].[CH:10]1([c:13]2[c:14]([OH:20])[c:15]([CH3:19])[cH:16][cH:17][cH:18]2)[CH2:11][CH2:12]1.[ClH:33].[K+:32].[OH-:31].[OH:1][c:2]1[c:3]([Cl:9])[n:4][n:5][c:6]([Cl:8])[cH:7]1>>[OH:1][c:2]1[c:3]([O:20][c:14]2[c:13]([CH:10]3[CH2:11][CH2:12]3)[cH:18][cH:17][cH:16][c:15]2[CH3:19])[n:4][n:5][c:6]([Cl:8])[cH:7]1. The reactants are COC(=O)c1nc2n(c(=O)c1O)CC1CCC2(N(C)C(=O)C(=O)N(C)C)CC1, CCO, Cc1cc(CN)ccc1F. Yields the product Cc1cc(CNC(=O)c2nc3n(c(=O)c2O)CC2CCC3(N(C)C(=O)C(=O)N(C)C)CC2)ccc1F. Reaction SMILES: [CH3:1][N:2]([CH3:3])[C:4]([C:5](=[O:6])[N:7]([C:8]12[c:9]3[n:10]([c:17](=[O:26])[c:18]([OH:25])[c:19]([C:21]([O:23][CH3:22])=[O:24])[n:20]3)[CH2:11][CH:12]([CH2:13][CH2:14]1)[CH2:15][CH2:16]2)[CH3:27])=[O:28].[CH3:39][CH2:40][OH:41].[F:29][c:30]1[c:31]([CH3:38])[cH:32][c:33]([CH2:36][NH2:37])[cH:34][cH:35]1>>[CH3:1][N:2]([CH3:3])[C:4]([C:5](=[O:6])[N:7]([C:8]12[c:9]3[n:10]([c:17](=[O:26])[c:18]([OH:25])[c:19]([C:21](=[O:23])[NH:37][CH2:36][c:33]4[cH:32][c:31]([CH3:38])[c:30]([F:29])[cH:35][cH:34]4)[n:20]3)[CH2:11][CH:12]([CH2:13][CH2:14]1)[CH2:15][CH2:16]2)[CH3:27])=[O:28]. Reported procedure: A mixture of 4-amino-6-methanesulfonamidoquinazoline (2.0 g), diethyl ethoxymethylenepropanedioate (3.15 g) and N,N-dimethylformamide (16 ml) was stirred at 140° C. for an hour and a half. To the reaction mixture was added diethyl ethoxymethylenepropanedioate (1.57 g). The reaction mixture was stirred for an hour and cooled to ambient temperature. To the mixture was added water to five crystals, which were filtered off and dissolved in a mixture of chloroform and methanol. The solution was dried... The solvent is C(Cl)(Cl)Cl (chloroform). Yields the product O=C1C(=CN=C2N1C=NC=1C=CC(=CC21)NS(=O)(=O)C)C(=O)OCC (ethyl 4-oxo-10-methanesulfonamido-4H-pyrimido[1,2-c]quinazoline-3-carboxylate). Conditions: temperature 140 celsius. The reactants are NC1=NC=NC2=CC=C(C=C12)NS(=O)(=O)C (4-amino-6-methanesulfonamidoquinazoline), C(C)OC=C(C(=O)OCC)C(=O)OCC (diethyl ethoxymethylenepropanedioate), CN(C=O)C (N,N-dimethylformamide), C(C)OC=C(C(=O)OCC)C(=O)OCC (diethyl ethoxymethylenepropanedioate), O (water). As a reaction SMILES: [NH2:1][C:2]1[C:11]2[C:6](=[CH:7][CH:8]=[C:9]([NH:12][S:13]([CH3:16])(=[O:15])=[O:14])[CH:10]=2)[N:5]=[CH:4][N:3]=1.C([O:19][CH:20]=[C:21]([C:27](OCC)=O)[C:22]([O:24][CH2:25][CH3:26])=[O:23])C.CN(C)C=O.O>C(Cl)(Cl)Cl>[O:19]=[C:20]1[N:3]2[CH:4]=[N:5][C:6]3[CH:7]=[CH:8][C:9]([NH:12][S:13]([CH3:16])(=[O:15])=[O:14])=[CH:10][C:11]=3[C:2]2=[N:1][CH:27]=[C:21]1[C:22]([O:24][CH2:25][CH3:26])=[O:23]. Isolated yield 3.9%. The product is CS(=O)(=O)c1ccc(-c2ccc(O)cn2)cc1. Reaction SMILES: [Br:14][c:15]1[cH:16][cH:17][c:18]([OH:21])[cH:19][n:20]1.[C:22](=[O:23])([O-:24])[O-:25].[CH3:1][S:2](=[O:3])(=[O:4])[c:5]1[cH:6][cH:7][c:8]([B:11]([OH:12])[OH:13])[cH:9][cH:10]1.[CH3:28][O:29][CH2:30][CH2:31][O:32][CH3:33].[Na+:26].[Na+:27].[cH:34]1[cH:35][cH:36][c:37]([P:38]([Pd:39]([P:40]([c:41]2[cH:42][cH:43][cH:44][cH:45][cH:46]2)([c:47]2[cH:48][cH:49][cH:50][cH:51][cH:52]2)[c:53]2[cH:54][cH:55][cH:56][cH:57][cH:58]2)([P:59]([c:60]2[cH:61][cH:62][cH:63][cH:64][cH:65]2)([c:66]2[cH:67][cH:68][cH:69][cH:70][cH:71]2)[c:72]2[cH:73][cH:74][cH:75][cH:76][cH:77]2)[P:78]([c:79]2[cH:80][cH:81][cH:82][cH:83][cH:84]2)([c:85]2[cH:86][cH:87][cH:88][cH:89][cH:90]2)[c:91]2[cH:92][cH:93][cH:94][cH:95][cH:96]2)([c:97]2[cH:98][cH:99][cH:100][cH:101][cH:102]2)[c:103]2[cH:104][cH:105][cH:106][cH:107][cH:108]2)[cH:109][cH:110]1>>[CH3:1][S:2](=[O:3])(=[O:4])[c:5]1[cH:6][cH:7][c:8](-[c:15]2[cH:16][cH:17][c:18]([OH:21])[cH:19][n:20]2)[cH:9][cH:10]1. Reactants: Oc1ccc(Br)nc1, O=C([O-])[O-], CS(=O)(=O)c1ccc(B(O)O)cc1, COCCOC, [Na+], [Na+], c1ccc(P(c2ccccc2)(c2ccccc2)[Pd](P(c2ccccc2)(c2ccccc2)c2ccccc2)(P(c2ccccc2)(c2ccccc2)c2ccccc2)P(c2ccccc2)(c2ccccc2)c2ccccc2)cc1. Starting materials: CC(=C)C1=C(C=CC=C1)S(=O)(=O)N (2-(1-methylethenyl)benzenesulfonamide), C(CCC)N=C=O (n-butylisocyanate), C1CN2CCN1CC2 (DABCO), C(=O)(Cl)Cl (phosgene). Run in xylenes. Conditions: time 2 hour. Yields the product CC(=C)C1=C(C=CC=C1)S(=O)(=O)N=C=O (2-(1-Methylethenyl)benzenesulfonyl Isocyanate). As a reaction SMILES: [CH3:1][C:2]([C:4]1[CH:9]=[CH:8][CH:7]=[CH:6][C:5]=1[S:10]([NH2:13])(=[O:12])=[O:11])=[CH2:3].C(N=[C:19]=[O:20])CCC.C1N2CCN(CC2)C1.C(Cl)(Cl)=O>>[CH3:3][C:2]([C:4]1[CH:9]=[CH:8][CH:7]=[CH:6][C:5]=1[S:10]([N:13]=[C:19]=[O:20])(=[O:12])=[O:11])=[CH2:1]. Procedure: To a refluxing mixture of 2-(1-methylethenyl)benzenesulfonamide (2.6 g, 12 mmol) and n-butylisocyanate (1.4 g, 14 mmol) in 20 ml xylenes plus a trace of DABCO (ca. 20 mg) was added liquified phosgene (1.2 ml, 16 mmol) dropwise at 139°. Refluxing was continued for 2 hours, and the solvent was removed in vacuo to give an oil. The infrared spectrum of the oil product exhibited a band at 2220 cm-1 indicating the title compound which was stored as a solution in methylene chloride.